Dataset: the Open Reaction Database (ORD), a public repository of structured organic reaction records. Task: describe an organic reaction: reactants, conditions, products, and yield Starting materials: CCCCC1CCSC1, [O-][I+3]([O-])([O-])[O-], [Na+], O. The product is CCCCC1CCS(=O)C1. Reaction SMILES: [CH2:7]([CH2:8][CH2:9][CH3:10])[CH:11]1[CH2:12][CH2:13][S:14][CH2:15]1.[I+3:1]([O-:2])([O-:3])([O-:4])[O-:5].[Na+:6].[OH2:16]>>[O:2]=[S:14]1[CH2:13][CH2:12][CH:11]([CH2:7][CH2:8][CH2:9][CH3:10])[CH2:15]1. The reactants are BrCCC1=CC=C(C(=O)OC)C=C1 (methyl 4-(2-bromoethyl)benzoate), O (water), [H-].[Na+] (sodium hydride), C(#N)CCCCC(C(=O)OCC=C)C(=O)OCC=C (Diallyl 2-(4-cyanobutyl)malonate). The solvent is CN(C)C=O (DMF), CN(C)C=O (DMF). Run at temperature 0 celsius, time 90 minute. Product: C(#N)CCCCC(C(=O)OCC=C)(C(=O)OCC=C)CCC1=CC=C(C=C1)C(=O)OC (Diallyl 2-(4-cyanobutyl)-2-[2-(4-methoxycarbonylphenyl)ethyl]malonate). The yield is 33.9%. As a reaction SMILES: [H-].[Na+].[C:3]([CH2:5][CH2:6][CH2:7][CH2:8][CH:9]([C:16]([O:18][CH2:19][CH:20]=[CH2:21])=[O:17])[C:10]([O:12][CH2:13][CH:14]=[CH2:15])=[O:11])#[N:4].Br[CH2:23][CH2:24][C:25]1[CH:34]=[CH:33][C:28]([C:29]([O:31][CH3:32])=[O:30])=[CH:27][CH:26]=1.O>CN(C=O)C>[C:3]([CH2:5][CH2:6][CH2:7][CH2:8][C:9]([CH2:23][CH2:24][C:25]1[CH:34]=[CH:33][C:28]([C:29]([O:31][CH3:32])=[O:30])=[CH:27][CH:26]=1)([C:10]([O:12][CH2:13][CH:14]=[CH2:15])=[O:11])[C:16]([O:18][CH2:19][CH:20]=[CH2:21])=[O:17])#[N:4] |f:0.1|. Procedure details: 5.62 g (140 mmol; 60% content) of sodium hydride are added in portions to a solution of 48.64 g (127.73 mmol) of diallyl 2-(4-cyanobutyl)malonate from Example 90A in 160 ml of dry DMF at 0° C. The reaction solution is then allowed to reach room temperature and is stirred for 90 min. The reaction solution is then cooled to 0° C. again and, after addition of 45.72 g (153.3 mmol) of methyl 4-(2-bromoethyl)benzoate in 80 ml of dry DMF, stirred at this temperature for 45 min. The mixture is then stir... The reactants are CC(=O)O, CCOC(C)=O, [Fe], CC(C)Oc1ccc([N+](=O)[O-])cn1. Yields the product CC(C)Oc1ccc(N)cn1. As a reaction SMILES: [CH3:14][C:15](=[O:16])[OH:17].[CH3:18][CH2:19][O:20][C:21]([CH3:22])=[O:23].[Fe:24].[O:1]([CH:2]([CH3:3])[CH3:4])[c:5]1[n:6][cH:7][c:8]([N+:11]([O-:12])=[O:13])[cH:9][cH:10]1>>[O:1]([CH:2]([CH3:3])[CH3:4])[c:5]1[n:6][cH:7][c:8]([NH2:11])[cH:9][cH:10]1. Reactants: solid, Cl.Cl.Cl.O1CCC=2C1=C(N=CC2)N2CCN(CC2)CC[C@@H]2CC[C@H](CC2)N (trans-4-{2-[4-(2,3-dihydro-furo[2,3-c]pyridin-7-yl)-piperazin-1-yl]-ethyl}-cyclohexylamine trihydrochloride), Cl.Cl.Cl.O1CCC=2C1=C(N=CC2)N2CCN(CC2)CC[C@@H]2CC[C@H](CC2)N (trans-4-{2-[4-(2,3-dihydro-furo[2,3-c]pyridin-7-yl)-piperazin-1-yl]-ethyl}-cyclohexylamine trihydrochloride), C1(CC1)C(=O)O (cyclopropane-carboxylic acid). Yields the product O1CCC=2C1=C(N=CC2)N2CCN(CC2)CC[C@@H]2CC[C@H](CC2)NC(=O)C2CC2 (trans-Cyclopropanecarboxylic acid (4-{2-[4-(2,3-dihydro-furo[2,3-c]pyridin-7-yl)-piperazin-1-yl]-ethyl}-cyclohexyl)-amide). As a reaction SMILES: Cl.Cl.Cl.[O:4]1[C:8]2=[C:9]([N:13]3[CH2:18][CH2:17][N:16]([CH2:19][CH2:20][C@H:21]4[CH2:26][CH2:25][C@H:24]([NH2:27])[CH2:23][CH2:22]4)[CH2:15][CH2:14]3)[N:10]=[CH:11][CH:12]=[C:7]2[CH2:6][CH2:5]1.[CH:28]1([C:31](O)=[O:32])[CH2:30][CH2:29]1>>[O:4]1[C:8]2=[C:9]([N:13]3[CH2:18][CH2:17][N:16]([CH2:19][CH2:20][C@H:21]4[CH2:26][CH2:25][C@H:24]([NH:27][C:31]([CH:28]5[CH2:30][CH2:29]5)=[O:32])[CH2:23][CH2:22]4)[CH2:15][CH2:14]3)[N:10]=[CH:11][CH:12]=[C:7]2[CH2:6][CH2:5]1 |f:0.1.2.3|. Procedure details: The title compound, white solid (31 mg, 49%), MS (ISP) m/z=399.3 [(M+H)+], mp 193° C., was prepared in accordance with the general method of example 6 from trans-4-{2-[4-(2,3-dihydro-furo[2,3-c]pyridin-7-yl)-piperazin-1-yl]-ethyl}-cyclohexylamine trihydrochloride (intermediate B) (70.4 mg, 0.16 mmol) cyclopropane-carboxylic acid. The reactants are O (water), CN(C=C(C(=O)OCC)C(C1=C(C=CC(=C1)I)F)=O)C (ethyl 3-(dimethylamino)-2-(2-fluoro-5-iodobenzoyl)acrylate), FC(CN)F (2,2-difluoroethylamine), C([O-])([O-])=O.[K+].[K+] (Potassium carbonate). The solvent is C(C)O (ethanol). Conditions: time 30 minute. The product is FC(CN1C=C(C(C2=CC(=CC=C12)I)=O)C(=O)OCC)F (Ethyl 1-(2,2-difluoroethyl)-6-iodo-4-oxo-1,4-dihydroquinoline-3-carboxylate). As a reaction SMILES: C[N:2]([CH3:20])[CH:3]=[C:4]([C:10](=[O:19])[C:11]1[CH:16]=[C:15]([I:17])[CH:14]=[CH:13][C:12]=1F)[C:5]([O:7][CH2:8][CH3:9])=[O:6].[F:21][CH:22]([F:25])CN.C(=O)([O-])[O-].[K+].[K+].O>C(O)C>[F:21][CH:22]([F:25])[CH2:20][N:2]1[C:12]2[C:11](=[CH:16][C:15]([I:17])=[CH:14][CH:13]=2)[C:10](=[O:19])[C:4]([C:5]([O:7][CH2:8][CH3:9])=[O:6])=[CH:3]1 |f:2.3.4|. Procedure: A suspension of ethyl 3-(dimethylamino)-2-(2-fluoro-5-iodobenzoyl)acrylate (335 mg, 0.86 mmol) and 2,2-difluoroethylamine (76 mg, 0.94 mmol) in ethanol (3 mL) was stirred at room temperature for 30 minutes. The reaction mixture was concentrated under reduced pressure and dissolved in DMF (3 mL). Potassium carbonate (178 mg, 1.28 mmol) was added to the reaction mixture and the reaction was heated to 70° C. for 3 h, then cooled to room temperature and poured into water. The title compound formed a... The reactants are NC=1C=C(C(=O)OC)C=CC1 (Methyl 3-aminobenzoate), [OH-].[Na+] (NaOH), ClC1=NC(=NC(=N1)Cl)N (4,6-dichloro-1,3,5-triazin-2-amine). Run in CC#N.O (MeCN water). Reaction conditions: time 3 day. Product: NC1=NC(=NC(=N1)Cl)NC=1C=C(C(=O)OC)C=CC1 (Methyl 3-[(4-amino-6-chloro-1,3,5-triazin-2-yl)amino]benzoate). The yield is 86.4%. As a reaction SMILES: [NH2:1][C:2]1[CH:3]=[C:4]([CH:9]=[CH:10][CH:11]=1)[C:5]([O:7][CH3:8])=[O:6].[OH-].[Na+].[Cl:14][C:15]1[N:20]=[C:19](Cl)[N:18]=[C:17]([NH2:22])[N:16]=1>CC#N.O>[NH2:22][C:17]1[N:16]=[C:15]([Cl:14])[N:20]=[C:19]([NH:1][C:2]2[CH:3]=[C:4]([CH:9]=[CH:10][CH:11]=2)[C:5]([O:7][CH3:8])=[O:6])[N:18]=1 |f:1.2,4.5|. Procedure: Methyl 3-aminobenzoate (0.69 g, 4.55 mmol) and a 1N NaOH aqueous solution (0.91 mL, 0.91 mmol) were added to a solution of 4,6-dichloro-1,3,5-triazin-2-amine (0.75 g, 4.55 mmol) in a 1:1 MeCN/water mixture (40 mL) at 0 C. The mixture was stirred at 0 C for 1 h and room temperature for 3 days. The acetonitrile was removed under vacuum and the resulting white solid in water was filtered and dried under vacuum to provide the title compound (1.1 g, 87%). Method B HPLC-MS: MH+ requires m/z=280/282 Fo... Reactants: CS[O-], CCOC(C)=O, CN(C)C=O, CCn1nc(C(F)(F)F)c(CSC2=NOC(C)(CCl)C2)c1F, [Na+], O. Yields the product CCn1nc(C(F)(F)F)c(CSC2=NOC(C)(CCl)C2)c1SC. As a reaction SMILES: [CH3:1][S:2][O-:3].[CH3:28][CH2:29][O:30][C:31](=[O:32])[CH3:33].[CH3:34][N:35]([CH3:36])[CH:37]=[O:38].[Cl:5][CH2:6][C:7]1([CH3:26])[CH2:8][C:9]([S:12][CH2:13][c:14]2[c:15]([C:22]([F:23])([F:24])[F:25])[n:16][n:17]([CH2:20][CH3:21])[c:18]2[F:19])=[N:10][O:11]1.[Na+:4].[OH2:27]>>[CH3:1][S:2][c:18]1[c:14]([CH2:13][S:12][C:9]2=[N:10][O:11][C:7]([CH2:6][Cl:5])([CH3:26])[CH2:8]2)[c:15]([C:22]([F:23])([F:24])[F:25])[n:16][n:17]1[CH2:20][CH3:21].